From a dataset of the Open Reaction Database (ORD), a public repository of structured organic reaction records. describe an organic reaction: reactants, conditions, products, and yield Reaction SMILES: Cl.[CH:2]1([N:5]2[CH2:10][C:9]3([CH2:15][CH2:14][NH:13][CH2:12][CH2:11]3)[O:8][CH2:7][C:6]2=[O:16])[CH2:4][CH2:3]1.C(=O)([O-])[O-].[K+].[K+].[Br:23][C:24]1[CH:29]=[CH:28][C:27]([CH:30](Br)[CH3:31])=[CH:26][CH:25]=1>CN(C)C=O.O>[Br:23][C:24]1[CH:29]=[CH:28][C:27]([CH:30]([N:13]2[CH2:12][CH2:11][C:9]3([O:8][CH2:7][C:6](=[O:16])[N:5]([CH:2]4[CH2:4][CH2:3]4)[CH2:10]3)[CH2:15][CH2:14]2)[CH3:31])=[CH:26][CH:25]=1 |f:0.1,2.3.4|. Yield: 87.0%. Conditions: time 8 hour. Reported procedure: A solution of 4-cyclopropyl-1-oxa-4,9-diazaspiro[5.5]undecan-3-one hydrochloride (0.341 mmol) in N,N-dimethylformamide (1.5 mL) was treated with potassium carbonate (0.682 mmol) and 1-bromo-4-(1-bromoethyl)benzene (0.341 mmol). The reaction mixture was stirred at room temperature overnight. The solution was diluted with water (50 mL) and was extracted three times with dichloromethane. The organic layers were combined, washed with brine, dried over sodium sulfate, filtered, and concentrated in va... The reactants are Cl.C1(CC1)N1C(COC2(C1)CCNCC2)=O (4-cyclopropyl-1-oxa-4,9-diazaspiro[5.5]undecan-3-one hydrochloride), C([O-])([O-])=O.[K+].[K+] (potassium carbonate), BrC1=CC=C(C=C1)C(C)Br (1-bromo-4-(1-bromoethyl)benzene). Yields the product BrC1=CC=C(C=C1)C(C)N1CCC2(CN(C(CO2)=O)C2CC2)CC1 (9-(1-(4-bromophenyl)ethyl)-4-cyclopropyl-1-oxa-4,9-diazaspiro[5.5]undecan-3-one), residue. The solvent is CN(C=O)C (N,N-dimethylformamide), O (water). Starting materials: CC(C)C(=O)Nc1cccc(C2CCNCC2)c1, O=Cc1ccc(-n2cccn2)cc1. The product is CC(C)C(=O)Nc1cccc(C2CCN(Cc3ccc(-n4cccn4)cc3)CC2)c1. Reaction SMILES: [CH3:14][CH:15]([C:16](=[O:17])[NH:18][c:19]1[cH:20][c:21]([CH:25]2[CH2:26][CH2:27][NH:28][CH2:29][CH2:30]2)[cH:22][cH:23][cH:24]1)[CH3:31].[n:1]1(-[c:6]2[cH:7][cH:8][c:9]([CH:10]=[O:11])[cH:12][cH:13]2)[n:2][cH:3][cH:4][cH:5]1>>[n:1]1(-[c:6]2[cH:7][cH:8][c:9]([CH2:10][N:28]3[CH2:27][CH2:26][CH:25]([c:21]4[cH:20][c:19]([NH:18][C:16]([CH:15]([CH3:14])[CH3:31])=[O:17])[cH:24][cH:23][cH:22]4)[CH2:30][CH2:29]3)[cH:12][cH:13]2)[n:2][cH:3][cH:4][cH:5]1. Starting materials: O.O.O.O.O.O.O.O.O.O.S(=O)(=O)([O-])[O-].[Na+].[Na+] (sodium sulfate decahydrate), CC=1C2=C(SC1C(=O)OC)C=CC=C2 (methyl 3-methylbenzo[b]thiophen-2-carboxylate), solution, [H-].[Al+3].[Li+].[H-].[H-].[H-] (lithium aluminum hydride). The solvent is C1CCOC1 (THF), C1CCOC1 (THF). Conditions: time 1 hour. Product: CC=1C2=C(SC1CO)C=CC=C2 ((3-Methyl-benzo[b]thiophen-2-yl)-methanol). Yield: 83.5%. RXN SMILES: [CH3:1][C:2]1[C:3]2[CH:14]=[CH:13][CH:12]=[CH:11][C:4]=2[S:5][C:6]=1[C:7](OC)=[O:8].[H-].[Al+3].[Li+].[H-].[H-].[H-].O.O.O.O.O.O.O.O.O.O.S([O-])([O-])(=O)=O.[Na+].[Na+]>C1COCC1>[CH3:1][C:2]1[C:3]2[CH:14]=[CH:13][CH:12]=[CH:11][C:4]=2[S:5][C:6]=1[CH2:7][OH:8] |f:1.2.3.4.5.6,7.8.9.10.11.12.13.14.15.16.17.18.19|. Procedure details: Add a solution of methyl 3-methylbenzo[b]thiophen-2-carboxylate (5.00 g, 24.2 mmol) in THF (25 mL) dropwise to a 1M solution of lithium aluminum hydride in THF (121 mL, 121 mmol) at 0° C. Stir 1 hour. Add an excess of sodium sulfate decahydrate portionwise (slowly at first), stir for 30 minutes at 0° C., then 2 hours at room temperature. Filter, and wash the cake with THF. Concentrate the combined filtrates to afford the drawn product as a white solid (3.60 g, 83%): 1H NMR (CDCl3) δ 7.81 (m, 1H)...